Dataset: the Open Reaction Database (ORD), a public repository of structured organic reaction records. Task: describe an organic reaction: reactants, conditions, products, and yield Reactants: BrC1=C(C=CC=C1)CCOCOC (1-Bromo-2-[2-(methoxymethoxy)ethyl]benzene), 7a, ClC=1C=C(C=CC1)B1OCC2=C1C=CC(=C2)F (1-(3-Chlorophenyl)-1,3-dihydro-5-fluoro-2,1-benzoxaborole). Reaction SMILES: Br[C:2]1[CH:7]=[CH:6][CH:5]=[CH:4][C:3]=1[CH2:8][CH2:9][O:10]COC.Cl[C:15]1[CH:16]=[C:17]([B:21]2C3C=CC(F)=CC=3CO2)[CH:18]=[CH:19][CH:20]=1>>[C:17]1([B:21]2[C:2]3[CH:7]=[CH:6][CH:5]=[CH:4][C:3]=3[CH2:8][CH2:9][O:10]2)[CH:18]=[CH:19][CH:20]=[CH:15][CH:16]=1. Reported procedure: This compound was synthesized from 22b and 7a in a similar manner to compound 9f: colorless oil; 1H NMR (300 MHz, DMSO-d6) δ (ppm) 2.94 (t, J=5.9 Hz, 2H), 4.21 (t, J=5.9 Hz, 2H), 7.28 (t, J=7.9 Hz, 2H), 7.3-7.5 (m, 4H), 7.66 (d, J=7.0 Hz, 1H), 7.75 (d, J=7.6 Hz, 2H); ESI-MS m/z not observed; HPLC purity 96.0%; Anal (C14H13BO) C. H. The product is C1(=CC=CC=C1)B1OCCC2=C1C=CC=C2 (1-Phenyl-1,2,3,4-tetrahydro-2,1-benzoxaborine). The reactants are BrCCCCCCCCCCC(=O)Cl (11-bromoundecanoyl chloride), NC1=CC=C(C(=O)OCC)C=C1 (ethyl 4-aminobenzoate). The solvent is C(Cl)Cl (methylene chloride), C(Cl)Cl (methylene chloride). Yields the product BrCCCCCCCCCCC(=O)NC1=CC=C(C(=O)OCC)C=C1 (ethyl 4-(11-bromoundecanamido)benzoate). As a reaction SMILES: [Br:1][CH2:2][CH2:3][CH2:4][CH2:5][CH2:6][CH2:7][CH2:8][CH2:9][CH2:10][CH2:11][C:12](Cl)=[O:13].[NH2:15][C:16]1[CH:26]=[CH:25][C:19]([C:20]([O:22][CH2:23][CH3:24])=[O:21])=[CH:18][CH:17]=1>C(Cl)Cl>[Br:1][CH2:2][CH2:3][CH2:4][CH2:5][CH2:6][CH2:7][CH2:8][CH2:9][CH2:10][CH2:11][C:12]([NH:15][C:16]1[CH:17]=[CH:18][C:19]([C:20]([O:22][CH2:23][CH3:24])=[O:21])=[CH:25][CH:26]=1)=[O:13]. Reported procedure: A solution of 28 g. of 11-bromoundecanoyl chloride in 100 ml. of methylene chloride is slowly added with stirring to a solution of 20 g. of ethyl 4-aminobenzoate in 100 ml. of methylene chloride. The mixture is filtered and the filtrate is washed with dilute hydrochloric acid and water, dried, and evaporated. Crystallization from acetonitrile affords ethyl 4-(11-bromoundecanamido)benzoate as a white solid. Reactants: O=C([O-])CC(=O)[O-], CCO, CCOC(=O)C(C(C)C=C(Cl)Cl)C1CC1, [Na+], [OH-], O. Yields the product CC(C=C(Cl)Cl)C(C(=O)O)C1CC1. RXN SMILES: [C:19]([O-:20])(=[O:21])[CH2:22][C:23]([O-:24])=[O:25].[CH3:26][CH2:27][OH:28].[Cl:1][C:2](=[CH:3][CH:4]([CH:5]([C:6](=[O:7])[O:8][CH2:9][CH3:10])[CH:11]1[CH2:12][CH2:13]1)[CH3:14])[Cl:15].[Na+:17].[OH-:16].[OH2:18]>>[Cl:1][C:2](=[CH:3][CH:4]([CH:5]([C:6](=[O:7])[OH:8])[CH:11]1[CH2:12][CH2:13]1)[CH3:14])[Cl:15]. Reactants: C(C=C)NC(=O)NC([C@H](CC1CCCC1)C1=CC(=C(C=C1)Cl)Cl)=O (1-allyl-3-[3-cyclopentyl-2(R)-(3,4-dichloro-phenyl)-propionyl]-urea), B (borane), C([O-])(O)=O.[Na+] (sodium bicarbonate), OO (hydrogen peroxide). Run in O1CCCC1 (tetrahydrofuran), C(C)O (ethanol), O1CCCC1 (tetrahydrofuran). Run at temperature 0 celsius. Product: hexanes ethyl acetate, C1(CCCC1)CC(C(=O)NC(=O)NCCCO)C1=CC(=C(C=C1)Cl)Cl (1-[3-cyclopentyl-2-(3,4-dichloro-phenyl)-propionyl]-3-(3-hydroxy-propyl)-urea). The yield is 22.0%. Reaction SMILES: [CH2:1]([NH:4][C:5]([NH:7][C:8](=[O:24])[C@@H:9]([C:16]1[CH:21]=[CH:20][C:19]([Cl:22])=[C:18]([Cl:23])[CH:17]=1)[CH2:10][CH:11]1[CH2:15][CH2:14][CH2:13][CH2:12]1)=[O:6])[CH:2]=[CH2:3].B.C(=O)(O)[O-:27].[Na+].OO>O1CCCC1.C(O)C>[CH:11]1([CH2:10][CH:9]([C:16]2[CH:21]=[CH:20][C:19]([Cl:22])=[C:18]([Cl:23])[CH:17]=2)[C:8]([NH:7][C:5]([NH:4][CH2:1][CH2:2][CH2:3][OH:27])=[O:6])=[O:24])[CH2:15][CH2:14][CH2:13][CH2:12]1 |f:2.3|. Reported procedure: A solution of 1-allyl-3-[3-cyclopentyl-2(R)-(3,4-dichloro-phenyl)-propionyl]-urea (prepared in Example 24, 765 mg, 2.07 mmol) in tetrahydrofuran (50 mL) cooled to 0° C. was treated with a 1.0M borane solution in tetrahydrofuran (4.14 mL, 4.14 mmol). The reaction was allowed to warm from 0° C. to 25° C. over 1 h. At this time, the reaction was re-cooled to 0° C. and treated with ethanol (15 mL) followed by a mixture of a saturated aqueous sodium bicarbonate solution (45 mL) and hydrogen peroxide ... Starting materials: CS(=O)(=O)OC(C1=C(C=CC=C1)OC)C=1C=NC(=CC1)NC(=O)C1(CC1)C1=CC2=C(OCO2)C=C1 ((6-(1-(benzo[d][1,3]dioxol-5-yl)cyclopropanecarboxamido)pyridin-3-yl)(2-methoxyphenyl)methyl methanesulfonate), CN (methyl amine), O1COC2=C1C=CC(=C2)C2(CC2)C(=O)NC2=NC=C(C=C2)C(C2=C(C=CC=C2)OC)N(C)C (1-(benzo[d][1,3]dioxol-5-yl)-N-(5-((dimethylamino)(2-methoxyphenyl)methyl)pyridin-2-yl)cyclopropanecarboxamide). Yields the product O1COC2=C1C=CC(=C2)C2(CC2)C(=O)NC2=NC=C(C=C2)C(NC)C2=C(C=CC=C2)OC (1-(benzo[d][1,3]dioxol-5-yl)-N-(5-((2-methoxyphenyl)(methylamino)methyl)pyridin-2-yl)cyclopropanecarboxamide). RXN SMILES: CS(OC(C1C=NC(NC(C2(C3C=CC4OCOC=4C=3)CC2)=O)=CC=1)C1C=CC=CC=1OC)(=O)=O.CN.[O:38]1[C:42]2[CH:43]=[CH:44][C:45]([C:47]3([C:50]([NH:52][C:53]4[CH:58]=[CH:57][C:56]([CH:59]([N:68](C)[CH3:69])[C:60]5[CH:65]=[CH:64][CH:63]=[CH:62][C:61]=5[O:66][CH3:67])=[CH:55][N:54]=4)=[O:51])[CH2:49][CH2:48]3)=[CH:46][C:41]=2[O:40][CH2:39]1>>[O:38]1[C:42]2[CH:43]=[CH:44][C:45]([C:47]3([C:50]([NH:52][C:53]4[CH:58]=[CH:57][C:56]([CH:59]([C:60]5[CH:65]=[CH:64][CH:63]=[CH:62][C:61]=5[O:66][CH3:67])[NH:68][CH3:69])=[CH:55][N:54]=4)=[O:51])[CH2:49][CH2:48]3)=[CH:46][C:41]=2[O:40][CH2:39]1. Procedure: 1-(benzo[d][1,3]dioxol-5-yl)-N-(5-((2-methoxyphenyl)(methylamino)methyl)pyridin-2-yl)cyclopropanecarboxamide was prepared from (6-(1-(benzo[d][1,3]dioxol-5-yl)cyclopropanecarboxamido)pyridin-3-yl)(2-methoxyphenyl)methyl methanesulfonate and methyl amine in a manner analogous to that of 1-(benzo[d][1,3]dioxol-5-yl)-N-(5-((dimethylamino)(2-methoxyphenyl)methyl)pyridin-2-yl)cyclopropanecarboxamide. Reaction SMILES: [CH3:1][O:2][C:3]1[N:8]=[CH:7][C:6]([CH:9]([OH:15])[CH:10]([N+:12]([O-:14])=[O:13])[CH3:11])=[CH:5][CH:4]=1.[H][H]>CO.[Pd]>[CH3:1][O:2][C:3]1[N:8]=[CH:7][C:6]([CH:9]([OH:15])[CH:10]([N+:12]([O-:14])=[O:13])[CH3:11])=[CH:5][CH:4]=1.[NH2:12][C@@H:10]([CH3:11])[C@@H:9]([C:6]1[CH:7]=[N:8][C:3]([O:2][CH3:1])=[CH:4][CH:5]=1)[OH:15] |f:4.5|. Reagents/catalysts: [Pd] (Pd/C). Solvent: CO (methanol). Starting materials: COC1=CC=C(C=N1)C(C(C)[N+](=O)[O-])O (1-(6-methoxypyridin-3-yl)-2-nitro-propan-1-ol), [H][H] (hydrogen). Procedure details: 1-(6-methoxypyridin-3-yl)-2-nitro-propan-1-ol (17c) (2.20 g, 10.37 mmol) was dissolved in methanol (410 mL) and hydrogenated using a H-Cube™ hydrogenation reactor (THALES nanotechnology) equipped with a cartridge of 10% Pd/C. The flow rate was set to 0.8 mL/min, temperature 80° C. and full the hydrogen production at full mode. After evaporation of the solution diastereomers were separated on preparative HPLC (XTerrra C18, 19×50 mm) using a gradient of 5-30% acetonitrile in water (+1% NH3) gave t... The yield is 21.9%. Yields the product COC1=CC=C(C=N1)C(C(C)[N+](=O)[O-])O.N[C@H]([C@H](O)C=1C=NC(=CC1)OC)C ((1R*,2S*)-2-amino-1-(6-methoxypyridin-3-yl)propan-1-ol 1-(6-methoxypyridin-3-yl)-2-nitro-propan-1-ol).